From a dataset of the Open Reaction Database (ORD), a public repository of structured organic reaction records. describe an organic reaction: reactants, conditions, products, and yield The reactants are BrC=1C2=C(C(=NC1C#N)C=1C=NC=C(C1)Cl)N(C(=N2)N2[C@H]1[C@H](OCC2)CCC1)C[C@@H]1CC[C@H](CC1)C (7-bromo-4-(5-chloropyridin-3-yl)-2-[(4aR,7aR)-hexahydrocyclopenta[b][1,4]oxazin-4(4aH)-yl]-3-[(trans-4-methylcyclohexyl)methyl]-3H-imidazo[4,5-c]pyridine-6-carbonitrile), CB1OB(OB(O1)C)C (trimethylboroxine), [O-]P(=O)([O-])[O-].[K+].[K+].[K+] (K3PO4), O1CCOCC1 (dioxane). The reagents and catalysts are C1=CC=C(C=C1)P([C-]2C=CC=C2)C3=CC=CC=C3.C1=CC=C(C=C1)P([C-]2C=CC=C2)C3=CC=CC=C3.Cl[Pd]Cl.[Fe+2] ([1,1′-bis(diphenylphosphino)ferrocene]dichloropalladium(II)). The solvent is O (water). Conditions: temperature 100 celsius. Product: ClC=1C=C(C=NC1)C1=NC(=C(C2=C1N(C(=N2)N2[C@H]1[C@H](OCC2)CCC1)C[C@@H]1CC[C@H](CC1)C)C)C#N (4-(5-chloropyridin-3-yl)-2-[(4aR,7aR)-hexahydrocyclopenta[b][1,4]oxazin-4(4aH)-yl]-7-methyl-3-[(trans-4-methylcyclohexyl)methyl]-3H-imidazo[4,5-c]pyridine-6-carbonitrile). Reaction SMILES: Br[C:2]1[C:3]2[N:19]=[C:18]([N:20]3[CH2:25][CH2:24][O:23][C@@H:22]4[CH2:26][CH2:27][CH2:28][C@@H:21]34)[N:17]([CH2:29][C@H:30]3[CH2:35][CH2:34][C@H:33]([CH3:36])[CH2:32][CH2:31]3)[C:4]=2[C:5]([C:10]2[CH:11]=[N:12][CH:13]=[C:14]([Cl:16])[CH:15]=2)=[N:6][C:7]=1[C:8]#[N:9].[CH3:37]B1OB(C)OB(C)O1.[O-]P([O-])([O-])=O.[K+].[K+].[K+].O1CCOCC1>C1C=CC(P(C2C=CC=CC=2)[C-]2C=CC=C2)=CC=1.C1C=CC(P(C2C=CC=CC=2)[C-]2C=CC=C2)=CC=1.Cl[Pd]Cl.[Fe+2].O>[Cl:16][C:14]1[CH:15]=[C:10]([C:5]2[C:4]3[N:17]([CH2:29][C@H:30]4[CH2:31][CH2:32][C@H:33]([CH3:36])[CH2:34][CH2:35]4)[C:18]([N:20]4[CH2:25][CH2:24][O:23][C@@H:22]5[CH2:26][CH2:27][CH2:28][C@@H:21]45)=[N:19][C:3]=3[C:2]([CH3:37])=[C:7]([C:8]#[N:9])[N:6]=2)[CH:11]=[N:12][CH:13]=1 |f:2.3.4.5,7.8.9.10|. Procedure: A vial was charged with 7-bromo-4-(5-chloropyridin-3-yl)-2-[(4aR,7aR)-hexahydrocyclopenta[b][1,4]oxazin-4(4aH)-yl]-3-[(trans-4-methylcyclohexyl)methyl]-3H-imidazo[4,5-c]pyridine-6-carbonitrile (40 mg, 0.07 mmol), trimethylboroxine (10 μL, 0.07 mmol), [1,1′-bis(diphenylphosphino)ferrocene]dichloropalladium(II) (5 mg, 0.007 mmol), K3PO4 (37.2 mg, 0.175 mmol), dioxane (0.8 mL), and water (0.2 mL). The mixture was sparged with N2, the vial was sealed, and the reaction was heated at 100° C. for 90 mi... Starting materials: C(C)(C)(C)OC(CN(CC(=O)OC(C)(C)C)S(=O)(=O)C1=CC=C(C=C1)OC1=CC=CC=C1)=O ({[4-Phenoxy-benzenesulphonyl]-tert-butoxycarbonylmethyl-amino}-aceticacid tert-butyl ester). Run in C(=O)O (formic acid). Run at time 8 hour. The product is O(C1=CC=CC=C1)C1=CC=C(C=C1)S(=O)(=O)N(CC(=O)O)CC(=O)O ({[4-Phenoxy-benzenesulphonyl]-carboxymethyl-amino}-acetic acid). RXN SMILES: C([O:5][C:6](=[O:33])[CH2:7][N:8]([S:17]([C:20]1[CH:25]=[CH:24][C:23]([O:26][C:27]2[CH:32]=[CH:31][CH:30]=[CH:29][CH:28]=2)=[CH:22][CH:21]=1)(=[O:19])=[O:18])[CH2:9][C:10]([O:12]C(C)(C)C)=[O:11])(C)(C)C>C(O)=O>[O:26]([C:23]1[CH:22]=[CH:21][C:20]([S:17]([N:8]([CH2:9][C:10]([OH:12])=[O:11])[CH2:7][C:6]([OH:33])=[O:5])(=[O:19])=[O:18])=[CH:25][CH:24]=1)[C:27]1[CH:32]=[CH:31][CH:30]=[CH:29][CH:28]=1. Procedure: Compound 4a (1.02 g, 2.14 mmol) was dissolved in formic acid (10 mL) and stirred overnight at room temperature. The solid was filtered off, the filtrate was evaporated in vacuo, and co-evaporated with toluene (6×20 mL). The pure product obtained was dried overnight in high vacuum. Yield: 0.71 g, 1.95 mmol, 91% (off-white solid). 1H-NMR (DMSO-d6): δ 7.91 (d, 2H, 3JHH=9.0 Hz, ArH), 7.20 (d, 2H, 3JHH=9.0 Hz, ArH), 7.28 (d, 2H, 3JHH=9.0 Hz, ArH), 7.00 (d, 1H, 3JHH=9.0 Hz, ArH), 6.87 (d, 2H, 3JHH=9.0... The solvent is ClC1=CC=CC=C1 (chlorobenzene). As a reaction SMILES: [NH2:1][C:2]1[C:14]([CH3:15])=[C:13]([CH3:16])[C:5]([C:6]([O:8][C:9]([CH3:12])([CH3:11])[CH3:10])=[O:7])=[C:4]([Cl:17])[N:3]=1.[Br:18][C:19]1[CH:24]=[CH:23][CH:22]=[C:21]([C:25](OC)(OC)[CH2:26]Br)[CH:20]=1.CCOCC>ClC1C=CC=CC=1>[Br:18][C:19]1[CH:20]=[C:21]([C:25]2[N:1]=[C:2]3[C:14]([CH3:15])=[C:13]([CH3:16])[C:5]([C:6]([O:8][C:9]([CH3:11])([CH3:12])[CH3:10])=[O:7])=[C:4]([Cl:17])[N:3]3[CH:26]=2)[CH:22]=[CH:23][CH:24]=1. Yields the product BrC=1C=C(C=CC1)C=1N=C2N(C(=C(C(=C2C)C)C(=O)OC(C)(C)C)Cl)C1 (tert-Butyl 2-(3-bromophenyl)-5-chloro-7,8-dimethylimidazo[1,2-a]pyridine-6-carboxylate). Reported procedure: A slurry of tert-butyl 6-amino-2-chloro-4,5-dimethylnicotinate (1.2 g, 4.7 mmol, 1 equiv) and 1-bromo-3-(2-bromo-1,1-dimethoxyethyl)benzene (2.3 g, 7.0 mmol, 1.5 equiv) in chlorobenzene (23 mL) was heated at reflux for 1.5 h. Upon cooling to ambient temperature, the reaction was added slowly to ether. The slurry was stirred for 15 min and the filtered to provide the product as a HBr salt (1.86 g, 85%). 1H NMR (400 MHz, DMSO-d6) δ 8.73 (s, 1H), 8.32 (s, 1H), 8.12 (d, J=7.8 Hz, 1H), 7.56 (d, J=8.0... Reactants: NC1=NC(=C(C(=O)OC(C)(C)C)C(=C1C)C)Cl (tert-butyl 6-amino-2-chloro-4,5-dimethylnicotinate), BrC1=CC(=CC=C1)C(CBr)(OC)OC (1-bromo-3-(2-bromo-1,1-dimethoxyethyl)benzene), CCOCC (ether). Conditions: time 15 minute. Yield: 90.8%.